describe an organic reaction: reactants, conditions, products, and yield From a dataset of the Open Reaction Database (ORD), a public repository of structured organic reaction records. Starting materials: S(=O)(Cl)Cl (thionyl chloride), C(C)OC(=O)C=1N(CC2=CC(=CC=C2C1O)OC1=CC=CC=C1)CC1=C(C=C(C=C1)OC)OC (2-(2,4-dimethoxy-benzyl)-4-hydroxy-7-phenoxy-1,2-dihydro-isoquinoline-3-carboxylic acid ethyl ester), C(C)O (ethanol). Solvent: ClCCl (dichloromethane). Run at time 6.5 hour. Product: C(C)OC(=O)C=1N=CC2=CC(=CC=C2C1O)OC1=CC=CC=C1 (4-Hydroxy-7-phenoxy-isoquinoline-3-carboxylic acid ethyl ester). Isolated yield 78.9%. RXN SMILES: [CH2:1]([O:3][C:4]([C:6]1[N:7](CC2C=CC(OC)=CC=2OC)[CH2:8][C:9]2[C:14]([C:15]=1[OH:16])=[CH:13][CH:12]=[C:11]([O:17][C:18]1[CH:23]=[CH:22][CH:21]=[CH:20][CH:19]=1)[CH:10]=2)=[O:5])[CH3:2].S(Cl)(Cl)=O.C(O)C>ClCCl>[CH2:1]([O:3][C:4]([C:6]1[N:7]=[CH:8][C:9]2[C:14]([C:15]=1[OH:16])=[CH:13][CH:12]=[C:11]([O:17][C:18]1[CH:23]=[CH:22][CH:21]=[CH:20][CH:19]=1)[CH:10]=2)=[O:5])[CH3:2]. Procedure: 365 mg of 2-(2,4-dimethoxy-benzyl)-4-hydroxy-7-phenoxy-1,2-dihydro-isoquinoline-3-carboxylic acid ethyl ester was dissolved in 7.9 ml of dichloromethane. To the solution was added 92 μL of thionyl chloride. The reaction was stirred at room temperature for 6.5 h, and then 500 μL of ethanol was added and the reaction stirred for an additional 10 min. The mixture was partitioned between ethyl acetate and sodium bicarbonate. The organic fraction was successively washed with 0.5 M HCl, water, brine; ... The reactants are C(C)OC(CC1=CC(=CC=C1)OC1=C(C=C(C=C1)Br)CBr)=O ([3-(4-bromo-2-bromomethyl-phenoxy)-phenyl]-acetic acid ethyl ester), O1[C-]=NC(C1)=O (2-oxazolidone), [H-].[Na+] (sodium hydride), CN(C)C=O (DMF). Run at time 30 minute. Product: C(C)OC(CC1=CC(=CC=C1)OC1=C(C=C(C=C1)Br)CN1C(OCC1)=O)=O ({3-[4-Bromo-2-(2-oxo-oxazolidin-3-ylmethyl)-phenoxy]-phenyl}-acetic acid ethyl ester). As a reaction SMILES: [CH2:1]([O:3][C:4](=[O:22])[CH2:5][C:6]1[CH:11]=[CH:10][CH:9]=[C:8]([O:12][C:13]2[CH:18]=[CH:17][C:16]([Br:19])=[CH:15][C:14]=2[CH2:20]Br)[CH:7]=1)[CH3:2].[O:23]1[CH2:27][C:26](=O)[N:25]=[C-:24]1.[H-].[Na+].CN(C=[O:35])C>>[CH2:1]([O:3][C:4](=[O:22])[CH2:5][C:6]1[CH:11]=[CH:10][CH:9]=[C:8]([O:12][C:13]2[CH:18]=[CH:17][C:16]([Br:19])=[CH:15][C:14]=2[CH2:20][N:25]2[CH2:26][CH2:27][O:23][C:24]2=[O:35])[CH:7]=1)[CH3:2] |f:2.3|. Procedure: To [3-(4-bromo-2-bromomethyl-phenoxy)-phenyl]-acetic acid ethyl ester (0.40 g, 0.93 mmol) and 2-oxazolidone (0.10 g, 1.14 mmol) in DMF (5 mL) was added sodium hydride (60% in mineral oil; 0.05 g, 1.25 mmol), and the mixture was stirred at room temperature for 30 minutes. After work-up, the crude material was purified by silica gel chromatography (0-50% EtOAc in hexanes). Further purification by preparative HPLC gave the desired product (0.02 g). Starting materials: [C-]#N.[Na+] (sodium cyanide), C(C1=CC=CC=C1)OC(=O)N1CC(CCC1)COS(=O)(=O)C (1-Benzyloxycarbonyl-3-mesyloxymethylpiperidine), O (water). The solvent is CS(=O)C (DMSO). Reaction conditions: temperature 100 celsius, time 6 hour. Yields the product C(C1=CC=CC=C1)OC(=O)N1CC(CCC1)CC#N (1-Benzyloxycarbonyl-3-cyanomethylpiperidine). RXN SMILES: [CH2:1]([O:8][C:9]([N:11]1[CH2:16][CH2:15][CH2:14][CH:13]([CH2:17]OS(C)(=O)=O)[CH2:12]1)=[O:10])[C:2]1[CH:7]=[CH:6][CH:5]=[CH:4][CH:3]=1.[C-:23]#[N:24].[Na+].O>CS(C)=O>[CH2:1]([O:8][C:9]([N:11]1[CH2:16][CH2:15][CH2:14][CH:13]([CH2:17][C:23]#[N:24])[CH2:12]1)=[O:10])[C:2]1[CH:7]=[CH:6][CH:5]=[CH:4][CH:3]=1 |f:1.2|. Reported procedure: 1-Benzyloxycarbonyl-3-mesyloxymethylpiperidine (WO 0100207; 8.4 g) was dissolved in DMSO (100 ml) and sodium cyanide (1.6 g) was added. The mixture was heated to 100° C. and stirred continuously under an argon atmosphere for 6 hours. The mixture was cooled and poured into water (200 ml). The product was extracted with EtOAc, washed with ferrous sulphate solution (10% w/w), dried and evaporated in vacuo. TLC (40% EtOAc/petroleum ether (60/80) Rf. 0.54. The reactants are BrC1=CN=C2N1C=CN=C2NCC2=CC=C(C=C2)S(=O)(=O)N (4-[(3-Bromo-imidazo[1,2-a]pyrazin-8-ylamino)-methyl]-benzenesulfonamide), CC1(OB(OC1(C)C)C1=CC=C(C=C1)O)C (4-(4,4,5,5-Tetramethyl-[1,3,2]dioxaborolan-2-yl)-phenol), C(=O)([O-])[O-].[Na+].[Na+] (Na2CO3), O(C1=C(C=CC=C1)P(C1=CC=CC=C1)C1=CC=CC=C1)C1=C(C=CC=C1)P(C1=CC=CC=C1)C1=CC=CC=C1 ((oxidi-2,1-phenylene)bis(diphenylphosphine)). Reagents/catalysts: CC(=O)[O-].CC(=O)[O-].[Pd+2] (Pd(OAc)2). The solvent is O (water), CN(C)C=O (DMF). Run at temperature 130 celsius. Product: OC1=CC=C(C=C1)C1=CN=C2N1C=CN=C2NCC2=CC=C(C=C2)S(=O)(=O)N (4-{[3-(4-Hydroxy-phenyl)-imidazo[1,2-a]pyrazin-8-ylamino]-methyl}-benzenesulfonamide), solid. Isolated yield 19.0%. Reaction SMILES: Br[C:2]1[N:6]2[CH:7]=[CH:8][N:9]=[C:10]([NH:11][CH2:12][C:13]3[CH:18]=[CH:17][C:16]([S:19]([NH2:22])(=[O:21])=[O:20])=[CH:15][CH:14]=3)[C:5]2=[N:4][CH:3]=1.CC1(C)C(C)(C)OB([C:31]2[CH:36]=[CH:35][C:34]([OH:37])=[CH:33][CH:32]=2)O1.C([O-])([O-])=O.[Na+].[Na+].O(C1C=CC=CC=1P(C1C=CC=CC=1)C1C=CC=CC=1)C1C=CC=CC=1P(C1C=CC=CC=1)C1C=CC=CC=1>CN(C=O)C.CC([O-])=O.CC([O-])=O.[Pd+2].O>[OH:37][C:34]1[CH:35]=[CH:36][C:31]([C:2]2[N:6]3[CH:7]=[CH:8][N:9]=[C:10]([NH:11][CH2:12][C:13]4[CH:18]=[CH:17][C:16]([S:19]([NH2:22])(=[O:21])=[O:20])=[CH:15][CH:14]=4)[C:5]3=[N:4][CH:3]=2)=[CH:32][CH:33]=1 |f:2.3.4,7.8.9|. Procedure details: To a 5 mL microwave tube is added 4-[(3-Bromo-imidazo[1,2-a]pyrazin-8-ylamino)-methyl]-benzenesulfonamide (0.14 g, 0.379 mmol), 4-(4,4,5,5-Tetramethyl-[1,3,2]dioxaborolan-2-yl)-phenol (0.084 g, 0.417 mmol), Na2CO3 (0.1 g, 0.95 mmol), Pd(OAc)2 (approx. 7 mg, 0.028 mmol), and (oxidi-2,1-phenylene)bis(diphenylphosphine) (20 mg, 0.038 mmol). The mixture is suspended in DMF (3 mL) and water (1 mL) and the vessel is sealed under a nitrogen atmosphere. The reaction vessel is heated to 130° C. in the CE... Solvent: C(C)#N (acetonitrile). Reactants: N1C=NC2=C1C=CC(=C2)C=2SC1=NC(=CC=C1N2)C2(CC2)C2=CC=CC=C2 (2-(1H-benzo[d]imidazol-5-yl)-5-(1-phenylcyclopropyl)thiazolo[5,4-b]pyridine), CN1C2=NCCCN2CCC1 (7-methyl-1,5,7-triazabicyclo(4.4.0)dec-5-ene), C(C=C)(=O)OCC (ethyl acrylate). The product is C1(=CC=CC=C1)C1(CC1)C1=CC=C2C(=N1)SC(=N2)C2=CC1=C(N(C=N1)CCC(=O)OCC)C=C2 (Ethyl 3-(5-(5-(1-phenylcyclopropyl)thiazolo[5,4-b]pyridin-2-yl)-1H-benzo[d]imidazol-1-yl)propanoate). Conditions: time 2 hour. Reported procedure: To 2-(1H-benzo[d]imidazol-5-yl)-5-(1-phenylcyclopropyl)thiazolo[5,4-b]pyridine (100 mg, 0.271 mmol) was added acetonitrile (2.7 mL) before 7-methyl-1,5,7-triazabicyclo(4.4.0)dec-5-ene (1.949 μL, 0.014 mmol) and ethyl acrylate (36.2 μL, 0.326 mmol) were added and stirred at ambient temperature for 2 h to give a 2:1 mixture of regioisomers. Ethyl 3-(5-(5-(1-phenylcyclopropyl)thiazolo[5,4-b]pyridin-2-yl)-1H-benzo[d]imidazol-1-yl)propanoate was obtained after regioisomer separation via SFC (Column: ... As a reaction SMILES: [NH:1]1[C:5]2[CH:6]=[CH:7][C:8]([C:10]3[S:11][C:12]4[C:17]([N:18]=3)=[CH:16][CH:15]=[C:14]([C:19]3([C:22]5[CH:27]=[CH:26][CH:25]=[CH:24][CH:23]=5)[CH2:21][CH2:20]3)[N:13]=4)=[CH:9][C:4]=2[N:3]=[CH:2]1.CN1CCCN2C1=NCCC2.[C:39]([O:43][CH2:44][CH3:45])(=[O:42])[CH:40]=[CH2:41]>C(#N)C>[C:22]1([C:19]2([C:14]3[N:13]=[C:12]4[S:11][C:10]([C:8]5[CH:7]=[CH:6][C:5]6[N:1]([CH2:41][CH2:40][C:39]([O:43][CH2:44][CH3:45])=[O:42])[CH:2]=[N:3][C:4]=6[CH:9]=5)=[N:18][C:17]4=[CH:16][CH:15]=3)[CH2:20][CH2:21]2)[CH:23]=[CH:24][CH:25]=[CH:26][CH:27]=1. The reactants are C(C)(C)(C)NS(=O)(=O)C1=CC=C(C=C1)/C(/C1=CC(=C(C=C1)C)F)=C(\CO)/CCO ((E)-2-[1-(4t-butylaminosulphonylphenyl)-1-(3-fluoro-4-methylphenyl)methylidene]butane-1,4-diol). Run in FC(C(=O)O)(F)F (trifluoroacetic acid). Product: FC=1C=C(C=CC1C)/C(/C1=CC=C(C=C1)S(=O)(=O)N)=C\1/COCC1 ((E)-4-[(3-fluoro-4-methylphenyl)-(tetrahydro-furan-3-ylidene)methyl]benzenesulphonamide). The yield is 77.0%. As a reaction SMILES: C([NH:5][S:6]([C:9]1[CH:14]=[CH:13][C:12](/[C:15](=[C:24](/[CH2:27][CH2:28]O)\[CH2:25][OH:26])/[C:16]2[CH:21]=[CH:20][C:19]([CH3:22])=[C:18]([F:23])[CH:17]=2)=[CH:11][CH:10]=1)(=[O:8])=[O:7])(C)(C)C>FC(F)(F)C(O)=O>[F:23][C:18]1[CH:17]=[C:16](/[C:15](=[C:24]2/[CH2:25][O:26][CH2:28][CH2:27]/2)/[C:12]2[CH:13]=[CH:14][C:9]([S:6]([NH2:5])(=[O:8])=[O:7])=[CH:10][CH:11]=2)[CH:21]=[CH:20][C:19]=1[CH3:22]. Procedure details: A solution of 6.3 g of (E)-2-[1-(4-t-butylaminosulphonylphenyl)-1-(3-fluoro-4-methylphenyl)methylidene]butane-1,4-diol prepared in Example 138 in 75 ml of trifluoroacetic acid is heated for 10 hours under reflux. The solvent is concentrated under vacuum and the residue is taken up in a dilute solution of sodium hydroxide, washed with dichloromethane and then acidified with dilute hydrochloric acid and extracted with dichloromethane. The organic phases are combined and dried over magnesium sulpha... The reactants are COCOC=1C=C(C=CC1)CCC1=C(OCC2N(CCC2)C)C=CC=C1 (2-{2-[2-(3-methoxymethoxyphenyl)ethyl]phenoxymethyl}-1-methylpyrrolidine), Cl (hydrogen chloride). The solvent is solution, O1CCOCC1 (dioxane). Run at time 30 minute. The product is Cl.OC=1C=C(C=CC1)CCC1=C(OCC2N(CCC2)C)C=CC=C1 (2-{2-[2-(3-Hydroxyphenyl)ethyl]phenoxymethyl}-1-methylpyrrolidine hydrochloride). The yield is 82.0%. Reaction SMILES: COC[O:4][C:5]1[CH:6]=[C:7]([CH2:11][CH2:12][C:13]2[CH:26]=[CH:25][CH:24]=[CH:23][C:14]=2[O:15][CH2:16][CH:17]2[CH2:21][CH2:20][CH2:19][N:18]2[CH3:22])[CH:8]=[CH:9][CH:10]=1.[ClH:27]>O1CCOCC1>[ClH:27].[OH:4][C:5]1[CH:6]=[C:7]([CH2:11][CH2:12][C:13]2[CH:26]=[CH:25][CH:24]=[CH:23][C:14]=2[O:15][CH2:16][CH:17]2[CH2:21][CH2:20][CH2:19][N:18]2[CH3:22])[CH:8]=[CH:9][CH:10]=1 |f:3.4|. Reported procedure: 660 mg of 2-{2-[2-(3-methoxymethoxyphenyl)ethyl]phenoxymethyl}-1-methylpyrrolidine [prepared as described in step (a) above] were dissolved in 5 ml of a 4N solution of hydrogen chloride in dioxane, and the solution was allowed to stand at room temperature for 30 minutes. At the end of this time, the solvent was removed by distillation under reduced pressure, and the resulting solid residue was recrystallized from isopropyl alcohol, to give 529 mg (yield 82%) of the title compound as colorless ne... Starting materials: O=C(O)C=CC(=O)O, C=CCN1CCC2(CC1)c1ccccc1Cc1c(OC)cccc12, CC(=O)O, [Na+], O=[Cr](=O)=O, [OH-], O. Product: C=CCN1CCC2(CC1)c1ccccc1C(=O)c1c(OC)cccc12. RXN SMILES: [C:1]([OH:2])(=[O:3])[CH:4]=[CH:6][C:7](=[O:5])[OH:8].[CH2:9]([CH:10]=[CH2:11])[N:12]1[CH2:13][CH2:14][C:15]2([CH2:16][CH2:17]1)[c:18]1[cH:19][cH:20][cH:21][cH:22][c:23]1[CH2:24][c:25]1[c:26]([O:31][CH3:32])[cH:27][cH:28][cH:29][c:30]12.[CH3:39][C:40](=[O:41])[OH:42].[Na+:38].[O:33]=[Cr:34](=[O:35])=[O:36].[OH-:37].[OH2:43]>>[O:5]=[C:24]1[c:23]2[c:18]([cH:19][cH:20][cH:21][cH:22]2)[C:15]2([CH2:14][CH2:13][N:12]([CH2:9][CH:10]=[CH2:11])[CH2:17][CH2:16]2)[c:30]2[c:25]1[c:26]([O:31][CH3:32])[cH:27][cH:28][cH:29]2. The reactants are CO, CC(=O)OC1CC(N2Cc3c(N)cccc3C2=O)C(=O)NC1=O, Cc1ccc(S(=O)(=O)O)cc1. The product is Nc1cccc2c1CN(C1CC(O)C(=O)NC1=O)C2=O. RXN SMILES: [CH3:35][OH:36].[NH2:1][c:2]1[c:3]2[c:7]([cH:8][cH:9][cH:10]1)[C:6](=[O:11])[N:5]([CH:12]1[C:13](=[O:23])[NH:14][C:15](=[O:22])[CH:16]([O:18][C:19](=[O:20])[CH3:21])[CH2:17]1)[CH2:4]2.[c:24]1([CH3:25])[cH:26][cH:27][c:28]([S:29]([OH:30])(=[O:31])=[O:32])[cH:33][cH:34]1>>[NH2:1][c:2]1[c:3]2[c:7]([cH:8][cH:9][cH:10]1)[C:6](=[O:11])[N:5]([CH:12]1[C:13](=[O:23])[NH:14][C:15](=[O:22])[CH:16]([OH:18])[CH2:17]1)[CH2:4]2. The reactants are C(C=CC=CCCCCCCCCC)(=O)O (tetradecadienoic acid), [N+](=O)([O-])C1=CC=C(C=C1)O (para-nitrophenol), C1(CCCCC1)N=C=NC1CCCCC1 (N,N'-dicyclohexylcarbodiimide). Run in CN(C=O)C (N,N-dimethylformamide). Reaction conditions: time 12 hour. Yields the product ester, C(\C=C\C=C\CCCCCCCCC)(=O)O (trans,trans-2,4-tetradecadienoic acid). As a reaction SMILES: [C:1]([OH:16])(=[O:15])[CH:2]=[CH:3][CH:4]=[CH:5][CH2:6][CH2:7][CH2:8][CH2:9][CH2:10][CH2:11][CH2:12][CH2:13][CH3:14].[N+](C1C=CC(O)=CC=1)([O-])=O.C1(N=C=NC2CCCCC2)CCCCC1>CN(C)C=O>[C:1]([OH:16])(=[O:15])/[CH:2]=[CH:3]/[CH:4]=[CH:5]/[CH2:6][CH2:7][CH2:8][CH2:9][CH2:10][CH2:11][CH2:12][CH2:13][CH3:14]. Procedure: To a solution of trans-2-dodecenal (4.5 g) dissolved in methylene chloride (80 ml) was added (carbomethoxymethylene)triphenylphosphorane (8.3 g), and the mixture was stirred for 2 hours. The reaction mixture was subjected to chromatography on a silica gel column with eluent systems of n-hexane-ethyl acetate (from 100:1 to 20:1) to give the methyl ester of trans,trans-2,4-tetradecadienoic acid (5.4 g). To a solution of potassium hydroxide (6.5 g) in a mixed solvent of ethanol-water (1:1) (100 ml)...